This data is from the Open Reaction Database (ORD), a public repository of structured organic reaction records. The task is: describe an organic reaction: reactants, conditions, products, and yield The reactants are C(C)(=O)N1N=C(C=C1C1CC1)NC1=NC(=NC=C1C#C)C1=CC=C(S1)S(=O)(=O)NC(C)=O (N-(5-(4-(1-acetyl-5-cyclopropyl-1H-pyrazol-3-ylamino)-5-ethynylpyrimidin-2-yl)thiophen-2-ylsulfonyl)acetamide), C(=O)([O-])[O-].[K+].[K+] (K2CO3). Run in CCO (EtOH). Reaction conditions: time 1 hour. Product: C1(CC1)C1=CC(=NN1)NC1=NC(=NC=C1C#C)C1=CC=C(S1)S(=O)(=O)NC(C)=O (N-(5-(4-(5-cyclopropyl-1H-pyrazol-3-ylamino)-5-ethynylpyrimidin-2-yl)thiophen-2-ylsulfonyl)acetamide). The yield is 84.0%. RXN SMILES: C([N:4]1[C:8]([CH:9]2[CH2:11][CH2:10]2)=[CH:7][C:6]([NH:12][C:13]2[C:18]([C:19]#[CH:20])=[CH:17][N:16]=[C:15]([C:21]3[S:25][C:24]([S:26]([NH:29][C:30](=[O:32])[CH3:31])(=[O:28])=[O:27])=[CH:23][CH:22]=3)[N:14]=2)=[N:5]1)(=O)C.C([O-])([O-])=O.[K+].[K+]>CCO>[CH:9]1([C:8]2[NH:4][N:5]=[C:6]([NH:12][C:13]3[C:18]([C:19]#[CH:20])=[CH:17][N:16]=[C:15]([C:21]4[S:25][C:24]([S:26]([NH:29][C:30](=[O:32])[CH3:31])(=[O:27])=[O:28])=[CH:23][CH:22]=4)[N:14]=3)[CH:7]=2)[CH2:11][CH2:10]1 |f:1.2.3|. Procedure: The mixture of crude N-(5-(4-(1-acetyl-5-cyclopropyl-1H-pyrazol-3-ylamino)-5-ethynylpyrimidin-2-yl)thiophen-2-ylsulfonyl)acetamide and K2CO3 (43 mg, 0.31 mmol, 2.4 eq) in EtOH (10 mL) was stirred at room temperature for 1 h. The reaction mixture was filtered, the filtrate was concentrated. The residue was diluted with EtOAc and washed with water, brine, dried (Na2SO4), and filtered. The filtrate was concentrated and crystallized with ether to yield N-(5-(4-(5-cyclopropyl-1H-pyrazol-3-ylamino)-5-... The reactants are C(C=C)(=O)OC (methyl acrylate), C(CCC)N (n-butylamine). Reaction conditions: time 20 hour. The product is C(CCC)N(CCC(=O)OC)CCC(=O)OC (N-butylbis[2-(methoxycarbonyl)ethyl]amine). The yield is 99.6%. Reaction SMILES: [C:1]([O:5][CH3:6])(=[O:4])[CH:2]=[CH2:3].[CH2:7]([NH2:11])[CH2:8][CH2:9][CH3:10]>>[CH2:7]([N:11]([CH2:3][CH2:2][C:1]([O:5][CH3:6])=[O:4])[CH2:3][CH2:2][C:1]([O:5][CH3:6])=[O:4])[CH2:8][CH2:9][CH3:10]. Reported procedure: At 20 to 30° C., 12.9 g of methyl acrylate was added to 5.00 g of n-butylamine. The resulting mixture was allowed to stand for 20 hours, followed by concentration under reduced pressure, whereby 16.7 g of N-butylbis[2-(methoxycarbonyl)ethyl]amine was obtained (at a quantitative yield).